Dataset: the Open Reaction Database (ORD), a public repository of structured organic reaction records. Task: describe an organic reaction: reactants, conditions, products, and yield The reactants are O1C(COC2=C3CCCC(C3=CC=C2)=O)C1 (5-(2,3-epoxypropoxy)-1-oxotetralin), Cl.C1C(CCC2=CC=CC=C12)NCC(COC1=C2CCCC(C2=CC=C1)=O)O (N-(1,2,3,4-tetrahydronaphth-2-yl)-2-hydroxy-3-(1-oxo-1,2,3,4-tetrahydronaphth-5-yloxy)propanamine hydrochloride). Run in C(C)O (ethanol). The product is NC1CC2=CC=CC=C2CC1 (2-aminotetralin). RXN SMILES: O1CC1COC1C=CC=C2C=1CCCC2=O.Cl.[CH2:18]1[C:27]2[C:22](=[CH:23][CH:24]=[CH:25][CH:26]=2)[CH2:21][CH2:20][CH:19]1[NH:28]CC(O)COC1C=CC=C2C=1CCCC2=O>C(O)C>[NH2:28][CH:19]1[CH2:20][CH2:21][C:22]2[C:27](=[CH:26][CH:25]=[CH:24][CH:23]=2)[CH2:18]1 |f:1.2|. Procedure details: Following the procedure of Example 27, but starting from 5-(2,3-epoxypropoxy)-1-oxotetralin (20.2 g), prepared as described in BE 739,195, and 2-aminotetralin (14.81 g) in absolute ethanol (130 ml), N-(1,2,3,4-tetrahydronaphth-2-yl)-2-hydroxy-3-(1-oxo-1,2,3,4-tetrahydronaphth-5-yloxy)propanamine hydrochloride is obtained ((iA), R=H, E and G, taken together form a group --CH2 --CH2 --CH2 --CO--, and the chain is attached to position 2 of the tetralin moiety). Starting materials: BrC=1C=C2C(=C(C(NC2=CC1)=O)C1=CC=CC=C1)O (6-Bromo-4-hydroxy-3-phenylquinolin-2(1H)-one), ClC=1C=C(C=CC1)C(=O)C=1C=NC=CC1 ((3-chlorophenyl)(pyridin-3-yl)methanone), BrC=1C=C2C(=C(C(NC2=CC1)=O)C1=CC=CC=C1)O (6-Bromo-4-hydroxy-3-phenylquinolin-2(1H)-one), COC1=CC=C(C=C1)C(=O)C=1C=NC=CC1 ((4-methoxyphenyl)(pyridin-3-yl)methanone). Yields the product ClC1=C(C=NC2=CC=C(C=C12)C(O)(C=1C=NC=CC1)C1=CC=C(C=C1)OC)C1=CC=CC=C1 ((4-Chloro-3-phenylquinolin-6-yl)(4-methoxyphenyl)pyridin-3-ylmethanol). Reaction SMILES: Br[C:2]1[CH:3]=[C:4]2[C:9](=[CH:10][CH:11]=1)[NH:8][C:7](=O)[C:6]([C:13]1[CH:18]=[CH:17][CH:16]=[CH:15][CH:14]=1)=[C:5]2O.[CH3:20][O:21][C:22]1[CH:27]=[CH:26][C:25]([C:28]([C:30]2[CH:31]=[N:32][CH:33]=[CH:34][CH:35]=2)=[O:29])=[CH:24][CH:23]=1.[Cl:36]C1C=C(C(C2C=NC=CC=2)=O)C=CC=1>>[Cl:36][C:5]1[C:4]2[C:9](=[CH:10][CH:11]=[C:2]([C:28]([C:25]3[CH:24]=[CH:23][C:22]([O:21][CH3:20])=[CH:27][CH:26]=3)([C:30]3[CH:31]=[N:32][CH:33]=[CH:34][CH:35]=3)[OH:29])[CH:3]=2)[N:8]=[CH:7][C:6]=1[C:13]1[CH:18]=[CH:17][CH:16]=[CH:15][CH:14]=1. Procedure details: The title compound was prepared using 6-bromo-4-chloro-3-phenylquinoline (Intermediate 3, step c) and (4-methoxyphenyl)(pyridin-3-yl)methanone in place of 6-bromo-2,4-dichloro-3-phenylquinoline and (3-chlorophenyl)(pyridin-3-yl)methanone, respectively, according to the procedure described in Example 25. 1H NMR (400 MHz, CDCl3) δ 8.81 (s, 1H), 8.60-8.68 (m, 1H), 8.51-8.57 (m, 1H), 8.38 (d, J=1.96 Hz, 1H), 8.08 (d, J=8.80 Hz, 1H), 7.67-7.78 (m, 2H), 7.44-7.57 (m, 5H), 7.25-7.32 (m, 1H), 7.20 (d, J... Starting materials: CCc1ccc(NC(=O)Nc2ccc(Cc3cc(N)ncn3)cc2)cc1, CN(C)C=O. Yields the product Cc1ccc(NC(=O)Nc2ccc(Cc3cc(N)ncn3)cc2)cc1. Reaction SMILES: [NH2:1][c:2]1[cH:3][c:4]([CH2:8][c:9]2[cH:10][cH:11][c:12]([NH:15][C:16](=[O:17])[NH:18][c:19]3[cH:20][cH:21][c:22]([CH2:25][CH3:26])[cH:23][cH:24]3)[cH:13][cH:14]2)[n:5][cH:6][n:7]1.[O:27]=[CH:28][N:29]([CH3:30])[CH3:31]>>[NH2:1][c:2]1[cH:3][c:4]([CH2:8][c:9]2[cH:10][cH:11][c:12]([NH:15][C:16](=[O:17])[NH:18][c:19]3[cH:20][cH:21][c:22]([CH3:25])[cH:23][cH:24]3)[cH:13][cH:14]2)[n:5][cH:6][n:7]1.